Dataset: the Open Reaction Database (ORD), a public repository of structured organic reaction records. Task: describe an organic reaction: reactants, conditions, products, and yield Reactants: Cc1nc2ccccc2c(=O)n1-c1ccc(O)cc1, OCCN1CCCCC1, C1CCOC1, c1ccc(P(c2ccccc2)c2ccccc2)cc1. Yields the product Cc1nc2ccccc2c(=O)n1-c1ccc(OCCN2CCCCC2)cc1. RXN SMILES: [CH3:1][c:2]1[n:3][c:4]2[cH:5][cH:6][cH:7][cH:8][c:9]2[c:10](=[O:19])[n:11]1-[c:12]1[cH:13][cH:14][c:15]([OH:18])[cH:16][cH:17]1.[N:20]1([CH2:26][CH2:27][OH:28])[CH2:21][CH2:22][CH2:23][CH2:24][CH2:25]1.[O:48]1[CH2:49][CH2:50][CH2:51][CH2:52]1.[c:29]1([P:30]([c:31]2[cH:32][cH:33][cH:34][cH:35][cH:36]2)[c:37]2[cH:38][cH:39][cH:40][cH:41][cH:42]2)[cH:43][cH:44][cH:45][cH:46][cH:47]1>>[CH3:1][c:2]1[n:3][c:4]2[cH:5][cH:6][cH:7][cH:8][c:9]2[c:10](=[O:19])[n:11]1-[c:12]1[cH:13][cH:14][c:15]([O:18][CH2:27][CH2:26][N:20]2[CH2:21][CH2:22][CH2:23][CH2:24][CH2:25]2)[cH:16][cH:17]1. The reactants are C(\C=C/C(=O)O)(=O)[O-].[NH4+] (Monoammonium maleate), C(CCC(=O)O)(=O)O (succinic acid), [OH-].[Na+] (sodium hydroxide). Reaction SMILES: [C:1]([O-:8])(=[O:7])/[CH:2]=[CH:3]\[C:4]([OH:6])=[O:5].[NH4+:9].C(O)(=O)CCC(O)=O.[OH-].[Na+]>>[NH2:9][C@H:2]([C:1]([OH:8])=[O:7])[CH2:3][C:4]([OH:6])=[O:5] |f:0.1,3.4|. Yields the product N[C@@H](CC(=O)O)C(=O)O (aspartic acid). Reaction conditions: time 40 minute. Reported procedure: Monoammonium maleate (3.00 g of 94% wet salt, 0.0212 mole) and succinic acid (.[.0,278.]. 0.278 g, 0.0024 mole) were thoroughly mixed together and then were reacted as in Example 2 and 3 by heating in a convection oven at .[.230°240°.]. 230°-240° C. for 40 minutes. A brittle, red-brown solid was obtained which weighed .[.2,204.]. 2.204 g. Hydrolysis of this product with sodium hydroxide produced an aspartic acid copolymer having molecular weights by GPC of Mw 1717, Mn 1016, Mw/Mn 1.69. Conditions: time 1 hour. The solvent is C1CCOC1 (THF), C(C)(=O)OCC (ethyl acetate). RXN SMILES: [CH3:1][C:2]([C:18]1[CH:26]=[CH:25][CH:24]=[CH:23][C:19]=1[C:20]([NH2:22])=[O:21])([CH3:17])[CH2:3][C:4]([C:13]([F:16])([F:15])[F:14])([O:8][Si](C)(C)C)[CH2:5][C:6]#[CH:7].CCCC[N+](CCCC)(CCCC)CCCC.[F-]>C1COCC1.C(OCC)(=O)C>[OH:8][C:4]([C:13]([F:14])([F:15])[F:16])([CH2:5][C:6]#[CH:7])[CH2:3][C:2]([C:18]1[CH:26]=[CH:25][CH:24]=[CH:23][C:19]=1[C:20]([NH2:22])=[O:21])([CH3:1])[CH3:17] |f:1.2|. The yield is 93.5%. Procedure: 2-(1,1-dimethyl-3-trifluoromethyl-3-trimethylsilanyloxyhex-5-ynyl)benzamide (108 mg, 0.28 mmol) was treated with a 1M solution of TBAF in 3 mL of THF. The reaction mixture was stirred for 1 hour then diluted with 50 mL of ethyl acetate, washed with 25 mL of 1 M aqueous HCl, two 25 mL portions of saturated aqueous sodium bicarbonate solution, dried over magnesium sulfate, filtered, and concentrated in vacuo. The crude was purified by flash chromatography (12 g SiO2, hexanes to 1:1 hexanes:EtOAc) ... The product is OC(CC(C)(C)C1=C(C(=O)N)C=CC=C1)(CC#C)C(F)(F)F (2-(3-hydroxy-1,1-dimethyl-3-trifluoromethylhex-5-ynyl)benzamide). Starting materials: CC(CC(CC#C)(O[Si](C)(C)C)C(F)(F)F)(C)C1=C(C(=O)N)C=CC=C1 (2-(1,1-dimethyl-3-trifluoromethyl-3-trimethylsilanyloxyhex-5-ynyl)benzamide), solution, CCCC[N+](CCCC)(CCCC)CCCC.[F-] (TBAF). Starting materials: N1(CCCCCC1)CCN1CCC(CC1)NC(=O)C=1NC2=CC=CC(=C2C1)OCC1CCC1 (4-Cyclobutylmethoxy-1H-indole-2-carboxylic acid [1-(2-azepan-1-yl-ethyl)-piperidin-4-yl]-amide), Cl.Cl.Cl.NC1CCN(CC1)CCN1C2CC(CC1CC2)O (8-[2-(4-Amino-piperidin-1-yl)-ethyl]-8-aza-bicyclo[3.2.1]octan-3-ol trihydrochloride). Product: O[C@H]1CN(CCC1)CCN1CCC(CC1)NC(=O)C=1NC2=CC=CC(=C2C1)OCC1CCC1 (4-Cyclobutylmethoxy-1H-indole-2-carboxylic acid {1-[2-(3-(R)-hydroxy-piperidin-1-yl)-ethyl]-piperidin-4-yl}-amide). Reaction SMILES: [N:1]1([CH2:8][CH2:9][N:10]2[CH2:15][CH2:14][CH:13]([NH:16][C:17]([C:19]3[NH:20][C:21]4[C:26]([CH:27]=3)=[C:25]([O:28][CH2:29][CH:30]3[CH2:33][CH2:32][CH2:31]3)[CH:24]=[CH:23][CH:22]=4)=[O:18])[CH2:12][CH2:11]2)[CH2:7][CH2:6]C[CH2:4][CH2:3][CH2:2]1.Cl.Cl.Cl.NC1CCN(CCN2C3CCC2CC([OH:54])C3)CC1>>[OH:54][C@@H:3]1[CH2:4][CH2:6][CH2:7][N:1]([CH2:8][CH2:9][N:10]2[CH2:15][CH2:14][CH:13]([NH:16][C:17]([C:19]3[NH:20][C:21]4[C:26]([CH:27]=3)=[C:25]([O:28][CH2:29][CH:30]3[CH2:33][CH2:32][CH2:31]3)[CH:24]=[CH:23][CH:22]=4)=[O:18])[CH2:12][CH2:11]2)[CH2:2]1 |f:1.2.3.4|. Procedure: This compound is synthesized analogously to Example 1 from 4-Cyclobutylmethoxy-1H-indole-2-carboxylic acid 82 (preparation see Example 22) and amine 24. Reactants: aldehyde, N1=C(C=CC=C1)COC(C=O)C (2-(pyridin-2-ylmethoxy)-propanal), C(#N)[BH3-].[Na+] (sodium cyanoborohydride), C(#N)[BH3-].[Na+] (sodium cyanoborohydride), NC1=C(N=CN1)C(=O)N (5-aminoimidazole-4-carboxamide), C(C)(=O)O (acetic acid), carboxamide. Conditions: time 1 hour. The product is N1=C(C=CC=C1)COC(CNN1C=NC=C1C(=O)N)C (([2-(Pyridin-2-ylmethoxy)propyl]amino}-1H-imidazole-5-carboxamide). Reaction SMILES: [N:1]1[CH:6]=[CH:5][CH:4]=[CH:3][C:2]=1[CH2:7][O:8][CH:9]([CH3:12])[CH:10]=O.N[C:14]1[NH:18][CH:17]=[N:16][C:15]=1[C:19]([NH2:21])=[O:20].C(O)(=O)C.C([BH3-])#[N:27].[Na+]>>[N:1]1[CH:6]=[CH:5][CH:4]=[CH:3][C:2]=1[CH2:7][O:8][CH:9]([CH3:12])[CH2:10][NH:27][N:16]1[C:15]([C:19]([NH2:21])=[O:20])=[CH:14][N:18]=[CH:17]1 |f:3.4|. Procedure details: The title compound was prepared in accordance with the general method described in Example 17(e) using 2-(pyridin-2-ylmethoxy)-propanal (0.875 g, 5.30 mmol, obtained from Example 20(b)), 5-aminoimidazole-4-carboxamide (0.668 g, 5.30 mmol), acetic acid (0.61 mL, 10.6 mmol) and sodium cyanoborohydride (0.666 g, 10.6 mmol) with the exception that the solution of aldehyde and carboxamide was stirred for 1 h and that sodium cyanoborohydride was added after 15 min. This yielded 1.32 g of the title com... Reactants: [BH4-].[Na+] (Sodium borohydride), C(C)OC(C(C(=O)C1=CC=C(C=C1)OCC1=CC(=NC2=CC=CC=C12)C)(C)C)=O (2,2-dimethyl-3-[4-(2-methyl-quinolin-4-ylmethoxy)-phenyl]-3-oxo-propionic acid ethyl ester). Solvent: CO (methanol). Reaction conditions: time 2 hour. Product: C(C)OC(C(C(C1=CC=C(C=C1)OCC1=CC(=NC2=CC=CC=C12)C)O)(C)C)=O (3-hydroxy-2,2-dimethyl-3-[4-(2-methyl-quinolin-4-ylmethoxy)-phenyl]-propionic acid ethyl ester). Isolated yield 49.9%. Reaction SMILES: [BH4-].[Na+].[CH2:3]([O:5][C:6](=[O:31])[C:7]([CH3:30])([CH3:29])[C:8]([C:10]1[CH:15]=[CH:14][C:13]([O:16][CH2:17][C:18]2[C:27]3[C:22](=[CH:23][CH:24]=[CH:25][CH:26]=3)[N:21]=[C:20]([CH3:28])[CH:19]=2)=[CH:12][CH:11]=1)=[O:9])[CH3:4]>CO>[CH2:3]([O:5][C:6](=[O:31])[C:7]([CH3:30])([CH3:29])[CH:8]([OH:9])[C:10]1[CH:15]=[CH:14][C:13]([O:16][CH2:17][C:18]2[C:27]3[C:22](=[CH:23][CH:24]=[CH:25][CH:26]=3)[N:21]=[C:20]([CH3:28])[CH:19]=2)=[CH:12][CH:11]=1)[CH3:4] |f:0.1|. Reported procedure: Sodium borohydride (0.021 g, 0.56 mmol) was added to a solution of 2,2-dimethyl-3-[4-(2-methyl-quinolin-4-ylmethoxy)-phenyl]-3-oxo-propionic acid ethyl ester (0.22 g, 0.56 mmol) in methanol (10 mL) under nitrogen at room temperature. The reaction was stirred for 2 h then was partitioned between ethyl acetate and water. The organic layer was washed with brine, dried over magnesium sulfate, and concentrated to give an oil. The product was purified by FCC on silica gel eluting hexane:ethyl acetate ... The reactants are Cl.FC(COC1=CC=C(C=N1)C(C)N)(F)F ((−)-1-(6-(2,2,2-trifluoroethoxy)pyridin-3-yl)ethanamine hydrochloride), NC=1C=C(C(=O)O)C=C(N1)C (2-amino-6-methylisonicotinic acid). The product is NC=1C=C(C(=O)NC(C)C=2C=NC(=CC2)OCC(F)(F)F)C=C(N1)C (2-amino-6-methyl-N-(1-(6-(2,2,2-trifluoroethoxy)pyridin-3-yl)ethyl)isonicotinamide). The yield is 71.0%. Reaction SMILES: Cl.[F:2][C:3]([F:16])([F:15])[CH2:4][O:5][C:6]1[N:11]=[CH:10][C:9]([CH:12]([NH2:14])[CH3:13])=[CH:8][CH:7]=1.[NH2:17][C:18]1[CH:19]=[C:20]([CH:24]=[C:25]([CH3:27])[N:26]=1)[C:21](O)=[O:22]>>[NH2:17][C:18]1[CH:19]=[C:20]([CH:24]=[C:25]([CH3:27])[N:26]=1)[C:21]([NH:14][CH:12]([C:9]1[CH:10]=[N:11][C:6]([O:5][CH2:4][C:3]([F:2])([F:15])[F:16])=[CH:7][CH:8]=1)[CH3:13])=[O:22] |f:0.1|. Procedure: The title compound is prepared in 71% yield (413 mg, a brown solid) from (−)-1-(6-(2,2,2-trifluoroethoxy)pyridin-3-yl)ethanamine hydrochloride (422 mg, 1.6 mmol, Amine-1, single enantiomer) and 2-amino-6-methylisonicotinic acid (250 mg, 1.6 mmol) by the similar manner in Step-1 of Example 8. Yields the product Cc1cccc(NC(=O)NC2N=C(c3ccccc3)c3ccccc3N(CC(=O)c3cccnc3)C2=O)c1. RXN SMILES: [NH2:1][CH:2]1[C:3](=[O:28])[N:4]([CH2:19][C:20]([c:21]2[cH:22][n:23][cH:24][cH:25][cH:26]2)=[O:27])[c:5]2[c:6]([cH:15][cH:16][cH:17][cH:18]2)[C:7]([c:9]2[cH:10][cH:11][cH:12][cH:13][cH:14]2)=[N:8]1.[c:29]1([CH3:38])[cH:30][c:31]([N:35]=[C:36]=[O:37])[cH:32][cH:33][cH:34]1>>[NH:1]([CH:2]1[C:3](=[O:28])[N:4]([CH2:19][C:20]([c:21]2[cH:22][n:23][cH:24][cH:25][cH:26]2)=[O:27])[c:5]2[c:6]([cH:15][cH:16][cH:17][cH:18]2)[C:7]([c:9]2[cH:10][cH:11][cH:12][cH:13][cH:14]2)=[N:8]1)[C:36]([NH:35][c:31]1[cH:30][c:29]([CH3:38])[cH:34][cH:33][cH:32]1)=[O:37]. Reactants: NC1N=C(c2ccccc2)c2ccccc2N(CC(=O)c2cccnc2)C1=O, Cc1cccc(N=C=O)c1.